From a dataset of the Open Reaction Database (ORD), a public repository of structured organic reaction records. describe an organic reaction: reactants, conditions, products, and yield The reactants are FC1=CC=C(C=C1)/C(=C/CO)/C1=CC=CC=C1 ((E)-3-(4-fluorophenyl)-3-phenyl-prop-2-en-1-ol), C1(=CC=CC=C1)P(C1=CC=CC=C1)C1=CC=CC=C1 (triphenylphosphine), C(C)OC([C@H](CC1=CC=C(C=C1)O)OCC)=O ((2S)-2-ethoxy-3-(4-hydroxy-phenyl)-propionic acid ethyl ester), N(=NC(=O)OCC)C(=O)OCC (diethyl azodicarboxylate). The product is C(C)OC([C@H](CC1=CC=C(C=C1)OC\C=C(/C1=CC=CC=C1)\C1=CC=C(C=C1)F)OCC)=O ((E)-(2S)-2-Ethoxy-3-{4-[3-(4-fluorophenyl)-3-phenyl-allyloxy]-phenyl}-propionic acid ethyl ester). Yield: 84.9%. RXN SMILES: [F:1][C:2]1[CH:7]=[CH:6][C:5](/[C:8](/[C:12]2[CH:17]=[CH:16][CH:15]=[CH:14][CH:13]=2)=[CH:9]/[CH2:10][OH:11])=[CH:4][CH:3]=1.C1(P(C2C=CC=CC=2)C2C=CC=CC=2)C=CC=CC=1.[CH2:37]([O:39][C:40](=[O:53])[C@@H:41]([O:50][CH2:51][CH3:52])[CH2:42][C:43]1[CH:48]=[CH:47][C:46](O)=[CH:45][CH:44]=1)[CH3:38].N(C(OCC)=O)=NC(OCC)=O>>[CH2:37]([O:39][C:40](=[O:53])[C@@H:41]([O:50][CH2:51][CH3:52])[CH2:42][C:43]1[CH:48]=[CH:47][C:46]([O:11][CH2:10]/[CH:9]=[C:8](/[C:5]2[CH:4]=[CH:3][C:2]([F:1])=[CH:7][CH:6]=2)\[C:12]2[CH:13]=[CH:14][CH:15]=[CH:16][CH:17]=2)=[CH:45][CH:44]=1)[CH3:38]. Procedure: Reaction of (E)-3-(4-fluorophenyl)-3-phenyl-prop-2-en-1-ol (200 mg, 0.88 mmol), triphenylphosphine (242 mg, 0.92 mmol), (2S)-2-ethoxy-3-(4-hydroxy-phenyl)-propionic acid ethyl ester (200 mg, 0.84 mmol) and diethyl azodicarboxylate (160 mg, 0.92 mmol) in an identical manner to example 1 gave the title compound (320 mg, 85%). Starting materials: CN1CCC(CC1)C1=CNC2=CC=C(C=C12)/C=C/S(=O)(=O)N ((E)-2-[3-(1-methyl-4-piperidinyl)-1H-indol-5-yl]ethenesulphonamide). Reagents/catalysts: [Pd] (palladium on carbon). The solvent is Cl (hydrochloric acid), Cl (hydrogen chloride). Product: CN1CCC(CC1)C1=CNC2=CC=C(C=C12)CCS(=O)(=O)N (3-(1-methyl-4-piperidinyl)-1H-indole-5-ethanesulphonamide). Isolated yield 24.8%. RXN SMILES: [CH3:1][N:2]1[CH2:7][CH2:6][CH:5]([C:8]2[C:16]3[C:11](=[CH:12][CH:13]=[C:14](/[CH:17]=[CH:18]/[S:19]([NH2:22])(=[O:21])=[O:20])[CH:15]=3)[NH:10][CH:9]=2)[CH2:4][CH2:3]1>Cl.[Pd]>[CH3:1][N:2]1[CH2:3][CH2:4][CH:5]([C:8]2[C:16]3[C:11](=[CH:12][CH:13]=[C:14]([CH2:17][CH2:18][S:19]([NH2:22])(=[O:20])=[O:21])[CH:15]=3)[NH:10][CH:9]=2)[CH2:6][CH2:7]1. Reported procedure: A mixture of the product of stage (i) (0.8 g) in ethanolic hydrogen chloride (80 ml) was hydrogenated over pre-reduced 10% palladium on carbon (50% paste with water, 0.8 g) until uptake ceased. The catalyst was filtered off, washed with hot ethanol (50 ml) and the filtrate evaporated in vacuo to give crude material (0.15 g). The catalyst residues were then warmed (70°) with 2N hydrochloric acid (200 ml), filtered and the filtrate evaporated to dryness in vacuo (azeotroped with toluene). The resi... The reactants are ClC=1C=C(C=CC1Cl)[C@@H](C)N ((R)-1-(3,4-dichlorophenyl)ethanamine), CCN(C(C)C)C(C)C (DIPEA), FC(C(CO)NC=1N=CC2=C(N1)CNCC2)(F)F (3,3,3-trifluoro-2-(5,6,7,8-tetrahydropyrido[3,4-d]pyrimidin-2-ylamino)propan-1-ol), C1=CN(C=N1)C(=O)N2C=CN=C2 (CDI). Solvent: C(Cl)Cl (DCM), C(Cl)Cl (DCM). Reaction conditions: time 30 minute. Yields the product ClC=1C=C(C=CC1Cl)[C@@H](C)NC(=O)N1CC=2N=C(N=CC2CC1)NC(C(F)(F)F)CO (N—((R)-1-(3,4-dichlorophenyl)ethyl)-2-(1,1,1-trifluoro-3-hydroxypropan-2-ylamino)-5,6-dihydropyrido[3,4-d]pyrimidine-7(8H)-carboxamide). Reaction SMILES: [Cl:1][C:2]1[CH:3]=[C:4]([C@H:9]([NH2:11])[CH3:10])[CH:5]=[CH:6][C:7]=1[Cl:8].CCN(C(C)C)C(C)C.C1N=CN([C:26](N2C=NC=C2)=[O:27])C=1.[F:33][C:34]([F:50])([F:49])[CH:35]([NH:38][C:39]1[N:40]=[CH:41][C:42]2[CH2:48][CH2:47][NH:46][CH2:45][C:43]=2[N:44]=1)[CH2:36][OH:37]>C(Cl)Cl>[Cl:1][C:2]1[CH:3]=[C:4]([C@H:9]([NH:11][C:26]([N:46]2[CH2:47][CH2:48][C:42]3[CH:41]=[N:40][C:39]([NH:38][CH:35]([CH2:36][OH:37])[C:34]([F:33])([F:49])[F:50])=[N:44][C:43]=3[CH2:45]2)=[O:27])[CH3:10])[CH:5]=[CH:6][C:7]=1[Cl:8]. Procedure details: To a stirred solution of 185 (21.0 mg, 0.111 mmol) in DCM (1 mL) at RT under nitrogen was added sequentially DIPEA (38.5 μL, 0.221 mmol) neat by syringe followed by CDI (17.9 mg, 0.111 mmol) neat as a solid. After stirring for 30 min, the solution was added by pipet to a flask containing solid 354 (29 mg, 0.111 mmol). The reaction was stirred at RT under nitrogen overnight. The reaction was diluted to 30 mL with DCM and washed sequentially with 2 N HCl (2×30 mL) with 2N HCl and satd. aq. NaHCO3 ... Starting materials: solid, Cl.Cl.Cl.O1COC2=C1C=CC=C2N2CCN(CC2)CC[C@@H]2CC[C@H](CC2)N (Trans-4-[2-(4-Benzo[1,3]dioxol-4-yl-piperazin-1-yl)-ethyl]-cyclohexylamine trihydrochloride), Cl.Cl.Cl.O1COC2=C1C=CC=C2N2CCN(CC2)CC[C@@H]2CC[C@H](CC2)N (Trans-4-[2-(4-Benzo[1,3]dioxol-4-yl-piperazin-1-yl)-ethyl]-cyclohexylamine trihydrochloride), O[C@@H](C(=O)O)C(C)C ((R)-2-hydroxy-3-methylbutanoic acid). The product is O1COC2=C1C=CC=C2N2CCN(CC2)CC[C@@H]2CC[C@H](CC2)NC([C@@H](C(C)C)O)=O ((R)-Trans-N-{4-[2-(4-Benzo[1,3]dioxol-4-yl-piperazin-1-yl)-ethyl]-cyclohexyl}-2-hydroxy-3-methyl-butyramide). Reaction SMILES: Cl.Cl.Cl.[O:4]1[C:8]2[CH:9]=[CH:10][CH:11]=[C:12]([N:13]3[CH2:18][CH2:17][N:16]([CH2:19][CH2:20][C@H:21]4[CH2:26][CH2:25][C@H:24]([NH2:27])[CH2:23][CH2:22]4)[CH2:15][CH2:14]3)[C:7]=2[O:6][CH2:5]1.[OH:28][C@H:29]([CH:33]([CH3:35])[CH3:34])[C:30](O)=[O:31]>>[O:4]1[C:8]2[CH:9]=[CH:10][CH:11]=[C:12]([N:13]3[CH2:18][CH2:17][N:16]([CH2:19][CH2:20][C@H:21]4[CH2:26][CH2:25][C@H:24]([NH:27][C:30](=[O:31])[C@H:29]([OH:28])[CH:33]([CH3:35])[CH3:34])[CH2:23][CH2:22]4)[CH2:15][CH2:14]3)[C:7]=2[O:6][CH2:5]1 |f:0.1.2.3|. Procedure details: The title compound, white solid (12.1 mg, 34.4%), MS (ISP) m/z=432.4 [(M+H)+], was prepared in accordance with the general method of example 1 from Trans-4-[2-(4-Benzo[1,3]dioxol-4-yl-piperazin-1-yl)-ethyl]-cyclohexylamine hydrochloride (Intermediate A) (30 mg, 81.5 mmol) and (R)-2-hydroxy-3-methylbutanoic acid. Reactants: O=C([O-])[O-], Cc1[nH][nH]c(=O)c1Cc1ccccc1, CC(=O)OC(C)=O, CC(=O)O, CN(C)C=O, [K+], [K+], O. The product is CC(=O)n1[nH]c(=O)c(Cc2ccccc2)c1C. RXN SMILES: [C:15](=[O:16])([O-:17])[O-:18].[CH2:1]([c:2]1[cH:3][cH:4][cH:5][cH:6][cH:7]1)[c:8]1[c:9](=[O:14])[nH:10][nH:11][c:12]1[CH3:13].[CH3:21][C:22](=[O:23])[O:24][C:25](=[O:26])[CH3:27].[CH3:28][C:29](=[O:30])[OH:31].[CH3:32][N:33]([CH3:34])[CH:35]=[O:36].[K+:19].[K+:20].[OH2:37]>>[CH2:1]([c:2]1[cH:3][cH:4][cH:5][cH:6][cH:7]1)[c:8]1[c:9](=[O:14])[nH:10][n:11]([C:22]([CH3:21])=[O:23])[c:12]1[CH3:13]. Starting materials: CC(=O)OCC(=O)Cl, O=C([O-])O, ClCCl, CN(C)C1CCC(C(=O)Nc2c(C(=O)Nc3ccc(Cl)cn3)oc3ccc(N)cc23)CC1, [Na+], c1ccncc1. As a reaction SMILES: [C:33]([CH3:34])(=[O:35])[O:36][CH2:37][C:38](=[O:39])[Cl:40].[C:47](=[O:48])([O-:49])[OH:50].[Cl:52][CH2:53][Cl:54].[NH2:1][c:2]1[cH:3][cH:4][c:5]2[c:6]([c:7]([NH:20][C:21](=[O:22])[CH:23]3[CH2:24][CH2:25][CH:26]([N:29]([CH3:30])[CH3:31])[CH2:27][CH2:28]3)[c:8]([C:10](=[O:11])[NH:12][c:13]3[n:14][cH:15][c:16]([Cl:19])[cH:17][cH:18]3)[o:9]2)[cH:32]1.[Na+:51].[cH:41]1[cH:42][cH:43][n:44][cH:45][cH:46]1>>[NH:1]([c:2]1[cH:3][cH:4][c:5]2[c:6]([c:7]([NH:20][C:21](=[O:22])[CH:23]3[CH2:24][CH2:25][CH:26]([N:29]([CH3:30])[CH3:31])[CH2:27][CH2:28]3)[c:8]([C:10](=[O:11])[NH:12][c:13]3[n:14][cH:15][c:16]([Cl:19])[cH:17][cH:18]3)[o:9]2)[cH:32]1)[C:38]([CH2:37][O:36][C:33]([CH3:34])=[O:35])=[O:39]. Yields the product CC(=O)OCC(=O)Nc1ccc2oc(C(=O)Nc3ccc(Cl)cn3)c(NC(=O)C3CCC(N(C)C)CC3)c2c1.